From a dataset of the Open Reaction Database (ORD), a public repository of structured organic reaction records. describe an organic reaction: reactants, conditions, products, and yield Reactants: CO, C[S-], [Cu], Nc1ccc(I)cn1, [Na+]. Yields the product CSc1ccc(N)nc1. Reaction SMILES: [CH3:12][OH:13].[CH3:9][S-:10].[Cu:14].[NH2:1][c:2]1[n:3][cH:4][c:5]([I:8])[cH:6][cH:7]1.[Na+:11]>>[NH2:1][c:2]1[n:3][cH:4][c:5]([S:10][CH3:9])[cH:6][cH:7]1. The reactants are CC(C)(C)[O-], Cc1ccccc1, CC(C)c1cc(C(C)C)c(-c2ccccc2P(C2CCCCC2)C2CCCCC2)c(C(C)C)c1, CC(Nc1cccc(Cl)n1)c1ccc(F)cc1, Nc1cnccn1, [Na+]. Yields the product CC(Nc1cccc(Nc2cnccn2)n1)c1ccc(F)cc1. RXN SMILES: [CH3:59][C:60]([CH3:61])([O-:62])[CH3:63].[CH3:65][c:66]1[cH:67][cH:68][cH:69][cH:70][cH:71]1.[CH:25]1([P:26]([CH:27]2[CH2:28][CH2:29][CH2:30][CH2:31][CH2:32]2)[c:33]2[cH:34][cH:35][cH:36][cH:37][c:38]2-[c:39]2[c:40]([CH:41]([CH3:42])[CH3:43])[cH:44][c:45]([CH:46]([CH3:47])[CH3:48])[cH:49][c:50]2[CH:51]([CH3:52])[CH3:53])[CH2:54][CH2:55][CH2:56][CH2:57][CH2:58]1.[Cl:1][c:2]1[cH:3][cH:4][cH:5][c:6]([NH:8][CH:9]([CH3:10])[c:11]2[cH:12][cH:13][c:14]([F:17])[cH:15][cH:16]2)[n:7]1.[NH2:18][c:19]1[n:20][cH:21][cH:22][n:23][cH:24]1.[Na+:64]>>[c:2]1([NH:18][c:19]2[n:20][cH:21][cH:22][n:23][cH:24]2)[cH:3][cH:4][cH:5][c:6]([NH:8][CH:9]([CH3:10])[c:11]2[cH:12][cH:13][c:14]([F:17])[cH:15][cH:16]2)[n:7]1. The product is C(C1=CC=CC=C1)OCCCCOC=1C=C(C=CC1)CCCN1C(C2=CC=CC=C2C1=O)=O (2-(3-(3-(4-(benzyloxy)butoxy)phenyl)propyl)isoindoline-1,3-dione). As a reaction SMILES: [OH:1][C:2]1[CH:3]=[C:4]([CH2:8][CH2:9][CH2:10][N:11]2[C:19](=[O:20])[C:18]3[C:13](=[CH:14][CH:15]=[CH:16][CH:17]=3)[C:12]2=[O:21])[CH:5]=[CH:6][CH:7]=1.[CH2:22]([O:29][CH2:30][CH2:31][CH2:32][CH2:33]O)[C:23]1[CH:28]=[CH:27][CH:26]=[CH:25][CH:24]=1>>[CH2:22]([O:29][CH2:30][CH2:31][CH2:32][CH2:33][O:1][C:2]1[CH:3]=[C:4]([CH2:8][CH2:9][CH2:10][N:11]2[C:19](=[O:20])[C:18]3[C:13](=[CH:14][CH:15]=[CH:16][CH:17]=3)[C:12]2=[O:21])[CH:5]=[CH:6][CH:7]=1)[C:23]1[CH:28]=[CH:27][CH:26]=[CH:25][CH:24]=1. Procedure: Mitsunobu reaction of phenol 58 with 4-benzyloxybutanol gave 2-(3-(3-(4-(benzyloxy)butoxy)phenyl)propyl)isoindoline-1,3-dione as yellow oil. Yield (0.830 g, 54%): 1H NMR (400 MHz, CDCl3) δ 7.81-7.85 (m, 2H), 7.70-7.74 (m, 2H), 7.28-7.35 (m, 5H), 7.10-7.16 (m, 1H), 6.77 (d, J=8.2 Hz, 1H), 6.73 (s, 1H), 6.65 (dd, J=7.6, 2.4 Hz, 1H), 4.52 (s, 2H), 3.94 (t, J=6.0 Hz, 2H), 3.74 (t, J=7.2 Hz, 2H), 3.55 (t, J=6.4 Hz, 2H), 2.63 (t, J=7.6 Hz, 2H), 2.00-2.08 (m, 2H), 1.82-1.90 (m, 2H), 1.76-1.81 (m, 2H). Reactants: OC=1C=C(C=CC1)CCCN1C(C2=CC=CC=C2C1=O)=O (2-[3-(3-hydroxyphenyl)propyl]isoindole-1,3-dione), C(C1=CC=CC=C1)OCCCCO (4-benzyloxybutanol). Yield: 57.1%. Yields the product C1(CCCCC1)C1=CC=C(OC[C@@H]2CN3C(=NC(C=C3CSCC)=O)O2)C=C1 ((S)-2-(4-Cyclohexyl-phenoxymethyl)-5-ethylsulfanylmethyl-2,3-dihydro-oxazolo[3,2-a]pyrimidin-7-one). Starting materials: C1(CCCCC1)C1=CC=C(OC[C@@H]2CN=C(O2)N)C=C1 ((S)-5-(4-cyclohexyl-phenoxymethyl)-4,5-dihydro-oxazol-2-ylamine), C(C)OC(C#CCSCC)=O (4-ethylsulfanyl-but-2-ynoic acid ethyl ester). The solvent is C(C)(C)(C)O (t-butanol). Reported procedure: To a solution of (S)-5-(4-cyclohexyl-phenoxymethyl)-4,5-dihydro-oxazol-2-ylamine (0.5 g, 1.82 mmol) in t-butanol (5 mL) was added 4-ethylsulfanyl-but-2-ynoic acid ethyl ester (0.411 g, 2.39 mmol). The reaction mixture was heated in a microwave oven at 170° C. for 20 min. The solvent was removed under vacuum, and the residue purified by flash column chromatography (silica gel, MeOH/CH2Cl2) to afford 0.416 g of the title compound. Conditions: temperature 170 celsius. RXN SMILES: [CH:1]1([C:7]2[CH:20]=[CH:19][C:10]([O:11][CH2:12][C@H:13]3[O:17][C:16]([NH2:18])=[N:15][CH2:14]3)=[CH:9][CH:8]=2)[CH2:6][CH2:5][CH2:4][CH2:3][CH2:2]1.C([O:23][C:24](=O)[C:25]#[C:26][CH2:27][S:28][CH2:29][CH3:30])C>C(O)(C)(C)C>[CH:1]1([C:7]2[CH:20]=[CH:19][C:10]([O:11][CH2:12][C@H:13]3[O:17][C:16]4=[N:18][C:24](=[O:23])[CH:25]=[C:26]([CH2:27][S:28][CH2:29][CH3:30])[N:15]4[CH2:14]3)=[CH:9][CH:8]=2)[CH2:2][CH2:3][CH2:4][CH2:5][CH2:6]1. The reactants are BrC1=CC(=C(C=C1F)S(=O)(=O)Cl)F (4-Bromo-2,5-difluorobenzenesulfonyl chloride), CN (methylamine). Run in ClCCl (dichloromethane). Product: BrC1=CC(=C(C=C1F)S(=O)(=O)NC)F (4-bromo-2,5-difluoro-N-methylbenzenesulfonamide). Reaction SMILES: [Br:1][C:2]1[C:7]([F:8])=[CH:6][C:5]([S:9](Cl)(=[O:11])=[O:10])=[C:4]([F:13])[CH:3]=1.[CH3:14][NH2:15]>ClCCl>[Br:1][C:2]1[C:7]([F:8])=[CH:6][C:5]([S:9]([NH:15][CH3:14])(=[O:11])=[O:10])=[C:4]([F:13])[CH:3]=1. Reported procedure: According to general procedure C, 4-Bromo-2,5-difluorobenzenesulfonyl chloride (0.20 g, 0.68 mmol) and methylamine were stirred together in dichloromethane (1 mL) for 16 hours. The reaction afforded 4-bromo-2,5-difluoro-N-methylbenzenesulfonamide (0.17 g) after purification. HPLC purity 100.0% at 210-370 nm, 9.2 min.; the Xterra® RP18 column, 3.5μ, 150×4.6 mm column, 1.2 mL/min., 85/15-5/95 (ammonium formate buffer pH=3.5/ACN+MeOH) for 10 min., hold 4 min. HRMS: calcd for C7H6BrF2NO2S−H+, 283.91... The reactants are O (water), O=C1OC(C(N1C(=O)OC(C)(C)C)CC1=CC(=CC=C1)OC(C(F)F)(F)F)C1=CC=C(C=C1)OC1=NC=CC=C1 (tert-butyl (4RS,5SR)-2-oxo-5-[4-(pyridin-2-yloxy)phenyl]-4-[3-(1,1,2,2-tetrafluoroethoxy)benzyl]-1,3-oxazolidine-3-carboxylate), [OH-].[Na+] (sodium hydroxide). Solvent: CO (methanol), CO (methanol). Conditions: time 1 hour. Yields the product OC(C(CC1=CC(=CC=C1)OC(C(F)F)(F)F)NC(OC(C)(C)C)=O)C1=CC=C(C=C1)OC1=NC=CC=C1 (tert-butyl (1RS,2SR)-2-hydroxy-2-[4-(pyridin-2-yloxy)phenyl]-1-[3-(1,1,2,2-tetrafluoroethoxy)benzyl]ethylcarbamate). RXN SMILES: O=C1[N:6]([C:7]([O:9][C:10]([CH3:13])([CH3:12])[CH3:11])=[O:8])[CH:5]([CH2:14][C:15]2[CH:20]=[CH:19][CH:18]=[C:17]([O:21][C:22]([F:27])([F:26])[CH:23]([F:25])[F:24])[CH:16]=2)[CH:4]([C:28]2[CH:33]=[CH:32][C:31]([O:34][C:35]3[CH:40]=[CH:39][CH:38]=[CH:37][N:36]=3)=[CH:30][CH:29]=2)[O:3]1.[OH-].[Na+].O>CO>[OH:3][CH:4]([C:28]1[CH:33]=[CH:32][C:31]([O:34][C:35]2[CH:40]=[CH:39][CH:38]=[CH:37][N:36]=2)=[CH:30][CH:29]=1)[CH:5]([NH:6][C:7](=[O:8])[O:9][C:10]([CH3:13])([CH3:12])[CH3:11])[CH2:14][C:15]1[CH:20]=[CH:19][CH:18]=[C:17]([O:21][C:22]([F:26])([F:27])[CH:23]([F:24])[F:25])[CH:16]=1 |f:1.2|. Procedure: To a solution of tert-butyl (4RS,5SR)-2-oxo-5-[4-(pyridin-2-yloxy)phenyl]-4-[3-(1,1,2,2-tetrafluoroethoxy)benzyl]-1,3-oxazolidine-3-carboxylate (3.00 g, 5.33 mmol) in methanol (20 ml) was added a solution (12.8 ml, 6.4 mmol) of 0.5N sodium hydroxide in methanol, and the mixture was stirred at room temperature for 1 hr. To the reaction solution was added water (100 ml), and the mixture was extracted with ethyl acetate (100 ml×2). The extract was washed with saturated brine, dried (anhydrous magne...